From a dataset of the Open Reaction Database (ORD), a public repository of structured organic reaction records. describe an organic reaction: reactants, conditions, products, and yield As a reaction SMILES: [CH3:38][CH2:39][N:40]=[C:41]=[N:42][CH2:43][CH2:44][CH2:45][N:46]([CH3:47])[CH3:48].[CH:1]([N:2]([CH2:3][CH3:4])[CH:5]([CH3:6])[CH3:7])([CH3:8])[CH3:9].[ClH:49].[ClH:50].[NH:51]1[CH2:52][CH2:53][CH:54]([O:57][c:58]2[cH:59][n:60][cH:61][c:62]([C:64]([F:65])([F:66])[F:67])[cH:63]2)[CH2:55][CH2:56]1.[O:68]=[CH:69][N:70]([CH3:71])[CH3:72].[OH2:73].[OH:28][n:29]1[c:30]2[c:31]([cH:32][cH:33][cH:34][cH:35]2)[n:36][n:37]1.[c:10]1(-[c:16]2[cH:17][c:18]([C:21](=[O:22])[NH:23][CH2:24][C:25](=[O:26])[OH:27])[n:19][nH:20]2)[cH:11][cH:12][cH:13][cH:14][cH:15]1>>[c:10]1(-[c:16]2[cH:17][c:18]([C:21](=[O:22])[NH:23][CH2:24][C:25](=[O:27])[N:51]3[CH2:52][CH2:53][CH:54]([O:57][c:58]4[cH:59][n:60][cH:61][c:62]([C:64]([F:65])([F:66])[F:67])[cH:63]4)[CH2:55][CH2:56]3)[n:19][nH:20]2)[cH:11][cH:12][cH:13][cH:14][cH:15]1. The reactants are CCN=C=NCCCN(C)C, CCN(C(C)C)C(C)C, Cl, Cl, FC(F)(F)c1cncc(OC2CCNCC2)c1, CN(C)C=O, O, On1nnc2ccccc21, O=C(O)CNC(=O)c1cc(-c2ccccc2)[nH]n1. Yields the product O=C(NCC(=O)N1CCC(Oc2cncc(C(F)(F)F)c2)CC1)c1cc(-c2ccccc2)[nH]n1. The reactants are CC(C)(C)OC(=O)NC(CCc1ccccc1)C(=O)CBr, CCOC(C)=O, O=C(O)c1cc(Cl)ccc1Cl, [F-], [K+], CN(C)C=O. Product: CC(C)(C)OC(=O)NC(CCc1ccccc1)C(=O)COC(=O)c1cc(Cl)ccc1Cl. Reaction SMILES: [Br:3][CH2:4][C:5]([CH:6]([CH2:7][CH2:8][c:9]1[cH:10][cH:11][cH:12][cH:13][cH:14]1)[NH:15][C:16]([O:17][C:18]([CH3:19])([CH3:20])[CH3:21])=[O:22])=[O:23].[CH3:35][CH2:36][O:37][C:38](=[O:39])[CH3:40].[Cl:24][c:25]1[c:26]([C:27](=[O:28])[OH:29])[cH:30][c:31]([Cl:34])[cH:32][cH:33]1.[F-:1].[K+:2].[O:41]=[CH:42][N:43]([CH3:44])[CH3:45]>>[CH2:4]([C:5]([CH:6]([CH2:7][CH2:8][c:9]1[cH:10][cH:11][cH:12][cH:13][cH:14]1)[NH:15][C:16]([O:17][C:18]([CH3:19])([CH3:20])[CH3:21])=[O:22])=[O:23])[O:29][C:27]([c:26]1[c:25]([Cl:24])[cH:33][cH:32][c:31]([Cl:34])[cH:30]1)=[O:28]. Reactants: C(C=C)(=O)Cl (Acryloyl chloride), NC=1C(=CC(=C(C1)NC1=NC=C(C(=N1)C1=CN(C2=CC=CC=C12)C)C#N)OC)N1C[C@@H](CC1)N(C)C (2-({5-amino-4-[(3R)-3-dimethylaminopyrrolidin-1-yl]-2-methoxyphenyl}amino)-4-(1-methylindol-3-yl)pyrimidine-5-carbonitrile), NC=1C(=CC(=C(C1)NC1=NC=C(C(=N1)C1=CN(C2=CC=CC=C12)C)C#N)OC)N1C[C@@H](CC1)N(C)C (2-({5-amino-4-[(3R)-3-dimethylaminopyrrolidin-1-yl]-2-methoxyphenyl}amino)-4-(1-methylindol-3-yl)pyrimidine-5-carbonitrile), CCN(C(C)C)C(C)C (DIPEA). The solvent is C1CCOC1 (THF), C(C)OCC (diethyl ether), C(Cl)Cl (CH2Cl2), O (water). Reaction conditions: temperature 0 celsius, time 1 hour. Yields the product C(#N)C=1C(=NC(=NC1)NC=1C(=CC(=C(C1)NC(C=C)=O)N1C[C@@H](CC1)N(C)C)OC)C1=CN(C2=CC=CC=C12)C (N-(5-{[5-Cyano-4-(1-methylindol-3-yl)pyrimidin-2-yl]amino}-2-{(3R)-3-dimethylaminopyrrolidin-1-yl}-4-methoxyphenyl)prop-2-enamide). Isolated yield 45.8%. RXN SMILES: [C:1](Cl)(=[O:4])[CH:2]=[CH2:3].[NH2:6][C:7]1[C:8]([N:34]2[CH2:38][CH2:37][C@@H:36]([N:39]([CH3:41])[CH3:40])[CH2:35]2)=[CH:9][C:10]([O:32][CH3:33])=[C:11]([NH:13][C:14]2[N:19]=[C:18]([C:20]3[C:28]4[C:23](=[CH:24][CH:25]=[CH:26][CH:27]=4)[N:22]([CH3:29])[CH:21]=3)[C:17]([C:30]#[N:31])=[CH:16][N:15]=2)[CH:12]=1.CCN(C(C)C)C(C)C>C1COCC1.O.C(Cl)Cl.C(OCC)C>[C:30]([C:17]1[C:18]([C:20]2[C:28]3[C:23](=[CH:24][CH:25]=[CH:26][CH:27]=3)[N:22]([CH3:29])[CH:21]=2)=[N:19][C:14]([NH:13][C:11]2[C:10]([O:32][CH3:33])=[CH:9][C:8]([N:34]3[CH2:38][CH2:37][C@@H:36]([N:39]([CH3:40])[CH3:41])[CH2:35]3)=[C:7]([NH:6][C:1](=[O:4])[CH:2]=[CH2:3])[CH:12]=2)=[N:15][CH:16]=1)#[N:31]. Reported procedure: Acryloyl chloride (0.373 mL, 1M in THF, 0.37 mmol) was added dropwise to a mixture of 2-({5-amino-4-[(3R)-3-dimethylaminopyrrolidin-1-yl]-2-methoxyphenyl}amino)-4-(1-methylindol-3-yl)pyrimidine-5-carbonitrile (Intermediate 89, 180 mg, 0.37 mmol) and DIPEA (0.072 mL, 0.41 mmol) in THF (15 mL) at 0° C. under N2. The resulting suspension was stirred at 0° C. for 1 h, then allowed to warm to r.t. The mixture was diluted with water (15 mL) and then concentrated in vacuo. The resulting material was di... Reactants: COC1=CC2=C(CCNCC2)C=C1[N+](=O)[O-] (7-Methoxy-8-nitro-2,3,4,5-tetrahydro-1H-benzo[d]azepine), CC(=O)C (Acetone), C(C)(=O)O (Acetic acid), CO (Methanol), C(#N)[BH3-].[Na+] (Sodium cyanoborohydride). Run at time 4 hour. Yields the product C(C)(C)N1CCC2=C(CC1)C=C(C(=C2)[N+](=O)[O-])OC (3-Isopropyl-7-methoxy-8-nitro-2,3,4,5-tetrahydro-1H-benzo[d]azepine). As a reaction SMILES: [CH3:1][O:2][C:3]1[C:13]([N+:14]([O-:16])=[O:15])=[CH:12][C:6]2[CH2:7][CH2:8][NH:9][CH2:10][CH2:11][C:5]=2[CH:4]=1.[CH3:17][C:18]([CH3:20])=O.C(O)(=O)C.CO.C([BH3-])#N.[Na+]>>[CH:18]([N:9]1[CH2:10][CH2:11][C:5]2[CH:4]=[C:3]([O:2][CH3:1])[C:13]([N+:14]([O-:16])=[O:15])=[CH:12][C:6]=2[CH2:7][CH2:8]1)([CH3:20])[CH3:17] |f:4.5|. Reported procedure: To a solution of 7-Methoxy-8-nitro-2,3,4,5-tetrahydro-1H-benzo[d]azepine (0.15 g, 0.00067 mol), Acetone (0.10 mL, 0.0014 mol), Acetic acid (0.1 mL, 0.002 mol) and Methanol (10 mL, 0.2 mol) was added Sodium cyanoborohydride (50 mg, 0.0008 mol). The mixture was stirred at room temperature for 4 hours. The reaction mixture was evaporated and the residue was partitioned between water (20 mL) and dichloromethane (20 mL). The organic layers were dried over magnesium sulfate, filtered and evaporated. T... Reactants: 1-aminoisobutyronitrile, C1CCC(CC1)(C#N)O (cyclohexanone cyanohydrin), CC(C#N)(O)C (acetone cyanohydrin). Yields the product NC1(CCCCC1)C#N (1-Aminocyclohexanecarbonitrile). RXN SMILES: [CH2:1]1[CH2:6][CH2:5][C:4](O)([C:7]#[N:8])[CH2:3][CH2:2]1.CC(C)(O)C#[N:13]>>[NH2:13][C:4]1([C:7]#[N:8])[CH2:5][CH2:6][CH2:1][CH2:2][CH2:3]1. Procedure details: In a similar manner, 1-aminoisobutyronitrile was prepared by substituting for cyclohexanone cyanohydrin an equivalent amount of acetone cyanohydrin. The reactants are NC=1C(=NC2=CC(=CC=C2C1)CC)C(=O)NC=1C(=C2C(=NC1)[C@@H](CC2)O)N2C[C@H](CCC2)N (3-amino-N-{4-[(3S)-3-aminopiperidin-1-yl]-(7R)-7-hydroxy-6,7-dihydro-5H-cyclopenta[b]pyridin-3-yl}-7-ethylquinoline-2-carboxamide), NC=1C(=NC2=CC(=CC=C2C1)CC)C(=O)NC=1C(=C2C(=NC1)[C@H](CC2)O)N2C[C@H](CCC2)N (3-amino-N-{4-[(3S)-3-aminopiperidin-1-yl]-(7S)-7-hydroxy-6,7-dihydro-5H-cyclopenta[b]pyridin-3-yl}-7-ethylquinoline-2-carboxamide). The product is NC=1C(=NC2=CC(=CC=C2C1)CC)C(=O)NC=1C(=C2C(=NC1)C(CC2)O)N2C[C@H](CCC2)N (3-Amino-N-{4-[(3S)-3-aminopiperidin-1-yl]-7-hydroxy-6,7-dihydro-5H-cyclopenta[b]pyridin-3-yl}-7-ethylquinoline-2-carboxamide). As a reaction SMILES: [NH2:1][C:2]1[C:3]([C:14]([NH:16][C:17]2[C:18]([N:27]3[CH2:32][CH2:31][CH2:30][C@H:29]([NH2:33])[CH2:28]3)=[C:19]3[CH2:25][CH2:24][C@@H:23]([OH:26])[C:20]3=[N:21][CH:22]=2)=[O:15])=[N:4][C:5]2[C:10]([CH:11]=1)=[CH:9][CH:8]=[C:7]([CH2:12][CH3:13])[CH:6]=2.NC1C(C(NC2C(N3CCC[C@H](N)C3)=C3CC[C@H](O)C3=NC=2)=O)=NC2C(C=1)=CC=C(CC)C=2>>[NH2:1][C:2]1[C:3]([C:14]([NH:16][C:17]2[C:18]([N:27]3[CH2:32][CH2:31][CH2:30][C@H:29]([NH2:33])[CH2:28]3)=[C:19]3[CH2:25][CH2:24][CH:23]([OH:26])[C:20]3=[N:21][CH:22]=2)=[O:15])=[N:4][C:5]2[C:10]([CH:11]=1)=[CH:9][CH:8]=[C:7]([CH2:12][CH3:13])[CH:6]=2. Procedure details: The diastereoisomers are assigned as 3-amino-N-{4-[(3S)-3-aminopiperidin-1-yl]-(7R)-7-hydroxy-6,7-dihydro-5H-cyclopenta[b]pyridin-3-yl}-7-ethylquinoline-2-carboxamide and 3-amino-N-{4-[(3S)-3-aminopiperidin-1-yl]-(7S)-7-hydroxy-6,7-dihydro-5H-cyclopenta[b]pyridin-3-yl}-7-ethylquinoline-2-carboxamide.